This data is from the Open Reaction Database (ORD), a public repository of structured organic reaction records. The task is: describe an organic reaction: reactants, conditions, products, and yield The reactants are [O-]CC.[Na+] (sodium ethoxide), C(CC(=O)OCC)(=O)OCC (diethyl malonate), ClC1=C(C=C(C=C1)Cl)C=CC(C)=O (4-(2,5-dichlorophenyl)-3-buten-2-one). The solvent is C(C)O (ethanol), C(C)O (ethanol). Conditions: time 30 minute. Product: ClC1=C(C=C(C=C1)Cl)C1CC(CC(C1)=O)=O (5-(2,5-dichlorophenyl)cyclohexane-1,3-dione). As a reaction SMILES: [O-:1][CH2:2][CH3:3].[Na+].C(OCC)(=O)CC(OCC)=O.[Cl:16][C:17]1[CH:22]=[CH:21][C:20]([Cl:23])=[CH:19][C:18]=1[CH:24]=[CH:25][C:26](=[O:28])[CH3:27]>C(O)C>[Cl:16][C:17]1[CH:22]=[CH:21][C:20]([Cl:23])=[CH:19][C:18]=1[CH:24]1[CH2:3][C:2](=[O:1])[CH2:27][C:26](=[O:28])[CH2:25]1 |f:0.1|. Reported procedure: To a solution of 20% sodium ethoxide in ethanol (6.2 g) were added at room temperature ethanol (150 ml) and diethyl malonate (14.6 g), and then added little by little 4-(2,5-dichlorophenyl)-3-buten-2-one (19.0 g). The mixture was stirred at room temperature for 30 minutes, refluxed for 2 hours and cooled. The solvent was evaporated, and to the residue was added water. The aqueous layer was washed with ethyl acetate and concentrated, and to the residue was added 2M sodium hydroxide (50 ml). The m...